Dataset: the Open Reaction Database (ORD), a public repository of structured organic reaction records. Task: describe an organic reaction: reactants, conditions, products, and yield The reactants are C(C)(C)(C)C1=C(C=CC(=C1)C1CCCCC1)O (2-t-butyl-4-cyclohexylphenol), Cl.C(C1=CN=CC=C1)(=O)Cl (nicotinic acid chloride hydrochloride). Run in N1=CC=CC=C1 (pyridine). Run at temperature 35 celsius, time 48 hour. Yields the product C(C1=CN=CC=C1)(=O)OC1=C(C=C(C=C1)C1CCCCC1)C(C)(C)C (2-t-butyl-4-cyclohexylphenyl nicotinate). RXN SMILES: [C:1]([C:5]1[CH:10]=[C:9]([CH:11]2[CH2:16][CH2:15][CH2:14][CH2:13][CH2:12]2)[CH:8]=[CH:7][C:6]=1[OH:17])([CH3:4])([CH3:3])[CH3:2].Cl.[C:19](Cl)(=[O:26])[C:20]1[CH:25]=[CH:24][CH:23]=[N:22][CH:21]=1>N1C=CC=CC=1>[C:19]([O:17][C:6]1[CH:7]=[CH:8][C:9]([CH:11]2[CH2:16][CH2:15][CH2:14][CH2:13][CH2:12]2)=[CH:10][C:5]=1[C:1]([CH3:4])([CH3:2])[CH3:3])(=[O:26])[C:20]1[CH:25]=[CH:24][CH:23]=[N:22][CH:21]=1 |f:1.2|. Reported procedure: 12 g (52 mmol) of 2-t-butyl-4-cyclohexylphenol and 10 g (56 mmol) of nicotinic acid chloride hydrochloride was mixed with 150 ml of dry pyridine and stirred for 48 hours at 35° C. After cooling precipitated pyridine hydrochloride was sucked off and the filtrate mixed with 75 ml of water. The precipitated raw product was freed from pyridine by washing with water and recrystallized from alcohol. Starting materials: ClC=1C(=NC=C(C1)\C=C\C(C(F)(F)F)C1=CC(=C(C(=C1)Cl)Cl)Cl)CN1C(C2=CC=CC=C2C1=O)=O ((E)-2-((3-chloro-5-(4,4,4-trifluoro-3-(3,4,5-trichlorophenyl)but-1-en-1-yl)pyridin-2-yl)methyl)isoindoline-1,3-dione), O.NN (hydrazine hydrate). Solvent: CCO (EtOH). Product: ClC=1C(=NC=C(C1)\C=C\C(C(F)(F)F)C1=CC(=C(C(=C1)Cl)Cl)Cl)CN ((E)-(3-Chloro-5-(4,4,4-trifluoro-3-(3,4,5-trichlorophenyl)but-1-en-1-yl)pyridin-2-yl)methanamine). Isolated yield 64.9%. As a reaction SMILES: [Cl:1][C:2]1[C:3]([CH2:24][N:25]2C(=O)C3C(=CC=CC=3)C2=O)=[N:4][CH:5]=[C:6](/[CH:8]=[CH:9]/[CH:10]([C:15]2[CH:20]=[C:19]([Cl:21])[C:18]([Cl:22])=[C:17]([Cl:23])[CH:16]=2)[C:11]([F:14])([F:13])[F:12])[CH:7]=1.O.NN>CCO>[Cl:1][C:2]1[C:3]([CH2:24][NH2:25])=[N:4][CH:5]=[C:6](/[CH:8]=[CH:9]/[CH:10]([C:15]2[CH:20]=[C:19]([Cl:21])[C:18]([Cl:22])=[C:17]([Cl:23])[CH:16]=2)[C:11]([F:14])([F:12])[F:13])[CH:7]=1 |f:1.2|. Procedure details: To a stirred solution of (E)-2-((3-chloro-5-(4,4,4-trifluoro-3-(3,4,5-trichlorophenyl)but-1-en-1-yl)pyridin-2-yl)methyl)isoindoline-1,3-dione (200 mg, 0.358 mmol) in EtOH (5 mL) was added hydrazine hydrate (89.6 mg, 1.79 mmol), and the reaction mixture was heated at reflux for 2 h. The reaction mixture was concentrated under reduced pressure, and the residue was dissolved in CH2Cl2. The organic layer was washed with water and brine, dried over anhydrous Na2SO4, and concentrated under reduced pre...